From a dataset of the Open Reaction Database (ORD), a public repository of structured organic reaction records. describe an organic reaction: reactants, conditions, products, and yield Yields the product CC(CSCC=1C=C(C=C(C1)CO)CO)(C)SSC ((5-((2-methyl-2-(methyldisulfanyl)propylthio)methyl)-1,3-phenylene)dimethanol). Reported procedure: IBD monomer (177 mg, 0.602 mmol) in anhydrous N, N-dimethylformamide (1.75 mL) was added to (5-((2-methyl-2-(methyldisulfanyl)propylthio)methyl)-1,3-phenylene)bis(methylene)dimethanesulfonate (119 mg, 0.251 mmol) at ambient temperature. Potassium carbonate (173 mg, 1.253 mmol) was added and the reaction was allowed to stir at ambient temperature for 20 hours. The reaction mixture was quenched with water and extracted with dichloromethane. The extracts were washed with brine and then dried with a... Run at time 20 hour. Starting materials: monomer, CC(CSCC=1C=C(C=C(C1)CCS(=O)(=O)[O-])CCS(=O)(=O)[O-])(C)SSC ((5-((2-methyl-2-(methyldisulfanyl)propylthio)methyl)-1,3-phenylene)bis(methylene)dimethanesulfonate), CN(C=O)C (N, N-dimethylformamide), C([O-])([O-])=O.[K+].[K+] (Potassium carbonate). Yield: 21.0%. Reaction SMILES: [CH3:1][C:2]([S:25][S:26][CH3:27])([CH3:24])[CH2:3][S:4][CH2:5][C:6]1[CH:7]=[C:8](CCS([O-])(=O)=O)[CH:9]=[C:10]([CH2:12]CS([O-])(=O)=O)[CH:11]=1.[C:28](=[O:31])([O-])[O-].[K+].[K+].CN(C)C=[O:37]>>[CH3:1][C:2]([S:25][S:26][CH3:27])([CH3:24])[CH2:3][S:4][CH2:5][C:6]1[CH:7]=[C:8]([CH2:28][OH:31])[CH:9]=[C:10]([CH2:12][OH:37])[CH:11]=1 |f:1.2.3|. Reactants: C(C)OC(=O)C1=CN(C2=NC(=CC=C2C1=O)Cl)C1CC1 (7-chloro-1-cyclopropyl-1,4-dihydro-4-oxo-1,8-naphthyridine-3-carboxylic acid ethyl ester). The solvent is Cl (HCl). Run at temperature 100 celsius, time 30 minute. Product: ClC1=CC=C2C(C(=CN(C2=N1)C1CC1)C(=O)O)=O (7-chloro-1-cyclopropyl-4-oxo-1,4-dihydro-[1,8]naphthyridine-3-carboxylic acid). Reaction SMILES: C([O:3][C:4]([C:6]1[C:15](=[O:16])[C:14]2[C:9](=[N:10][C:11]([Cl:17])=[CH:12][CH:13]=2)[N:8]([CH:18]2[CH2:20][CH2:19]2)[CH:7]=1)=[O:5])C>Cl>[Cl:17][C:11]1[N:10]=[C:9]2[C:14]([C:15](=[O:16])[C:6]([C:4]([OH:5])=[O:3])=[CH:7][N:8]2[CH:18]2[CH2:20][CH2:19]2)=[CH:13][CH:12]=1. Procedure details: A suspension of 7-chloro-1-cyclopropyl-1,4-dihydro-4-oxo-1,8-naphthyridine-3-carboxylic acid ethyl ester (prepared according to EP 607825; 500 mg) in 6N HCl (6 ml) was stirred at 100° C. for 30 min. The reaction mixture was allowed to reach rt and the resulting crystals were collected by filtration and sequentially washed with water and MeOH, affording a beige solid. Starting materials: OC1=CC=C2C(C(CSC2=C1)(CCC)C1=CC=C(C=C1)O)CCCCCCCCC(C(=O)O)CCCC(C(F)(F)F)(F)F (10-[(3RS,4RS)-7-hydroxy-3-(4-hydroxyphenyl)-3-propylthiochroman-4-yl]-2-(4,4,5,5,5-pentafluoropentyl)decanoic acid), FC(CCCCC(C(=O)OCC)CCCCCC=C)(C(F)(F)F)F (ethyl 2-(5,5,6,6,6-pentafluorohexyl)-8-nonenoate). Yields the product OC1=CC=C2C(C(CSC2=C1)(CCC)C1=CC=C(C=C1)O)CCCCCCCCC(C(=O)O)CCCCC(C(F)(F)F)(F)F (10-[(3RS,4RS)-7-hydroxy-3-(4-hydroxyphenyl)-3-propylthiochroman-4-yl]-2-(5,5,6,6,6-pentafluorohexyl)decanoic acid). Reaction SMILES: [OH:1][C:2]1[CH:11]=[C:10]2[C:5]([CH:6]([CH2:22][CH2:23][CH2:24][CH2:25][CH2:26][CH2:27][CH2:28][CH2:29][CH:30]([CH2:34][CH2:35]CC(F)(F)C(F)(F)F)[C:31]([OH:33])=[O:32])[C:7]([C:15]3[CH:20]=[CH:19][C:18]([OH:21])=[CH:17][CH:16]=3)([CH2:12][CH2:13][CH3:14])[CH2:8][S:9]2)=[CH:4][CH:3]=1.[F:44][C:45]([F:67])([C:63]([F:66])([F:65])[F:64])[CH2:46][CH2:47]CCC(CCCCCC=C)C(OCC)=O>>[OH:1][C:2]1[CH:11]=[C:10]2[C:5]([CH:6]([CH2:22][CH2:23][CH2:24][CH2:25][CH2:26][CH2:27][CH2:28][CH2:29][CH:30]([CH2:34][CH2:35][CH2:47][CH2:46][C:45]([F:67])([F:44])[C:63]([F:66])([F:65])[F:64])[C:31]([OH:33])=[O:32])[C:7]([C:15]3[CH:20]=[CH:19][C:18]([OH:21])=[CH:17][CH:16]=3)([CH2:12][CH2:13][CH3:14])[CH2:8][S:9]2)=[CH:4][CH:3]=1. Reported procedure: Starting with the allyl compound prepared in Example 29 and ethyl 2-(5,5,6,6,6-pentafluorohexyl)-8-nonenoate prepared separately, the same procedure as shown in Example 13 was repeated to give 10-[(3RS,4RS)-7-hydroxy-3-(4-hydroxyphenyl)-3-propylthiochroman-4-yl]-2-(5,5,6,6,6-pentafluorohexyl)decanoic acid.